describe an organic reaction: reactants, conditions, products, and yield From a dataset of the Open Reaction Database (ORD), a public repository of structured organic reaction records. The reactants are Cc1ccc(S(=O)(=O)Cl)cc1, OCc1cnc[nH]1. The product is Cc1ccc(S(=O)(=O)n2cncc2CO)cc1. RXN SMILES: [c:8]1([CH3:18])[cH:9][cH:10][c:11]([S:14](=[O:15])(=[O:16])[Cl:17])[cH:12][cH:13]1.[nH:1]1[cH:2][n:3][cH:4][c:5]1[CH2:6][OH:7]>>[n:1]1([S:14]([c:11]2[cH:10][cH:9][c:8]([CH3:18])[cH:13][cH:12]2)(=[O:15])=[O:16])[cH:2][n:3][cH:4][c:5]1[CH2:6][OH:7]. The reactants are COC(=O)C(Cc1cccc(-c2ccccc2)c1)C(=O)OC, CS(C)=O, [Cl-], [Li+], O. Product: COC(=O)CCc1cccc(-c2ccccc2)c1. As a reaction SMILES: [CH3:1][O:2][C:3]([CH:4]([C:5]([O:6][CH3:7])=[O:8])[CH2:9][c:10]1[cH:11][c:12](-[c:16]2[cH:17][cH:18][cH:19][cH:20][cH:21]2)[cH:13][cH:14][cH:15]1)=[O:22].[CH3:26][S:27]([CH3:28])=[O:29].[Cl-:24].[Li+:23].[OH2:25]>>[CH3:1][O:2][C:3]([CH2:4][CH2:9][c:10]1[cH:11][c:12](-[c:16]2[cH:17][cH:18][cH:19][cH:20][cH:21]2)[cH:13][cH:14][cH:15]1)=[O:22]. Reaction SMILES: [CH2:1]([CH2:2][CH2:3][CH3:4])[S:5](=[O:6])(=[O:7])[NH:8][CH:9]([C:10](=[O:11])[O:12][C:13]([CH3:14])([CH3:15])[CH3:16])[CH2:17][c:18]1[cH:19][cH:20][c:21]([N+:24]([O-:25])=[O:26])[cH:22][cH:23]1.[CH3:31][OH:32].[CH:27]([O-:28])=[O:29].[NH4+:30]>>[CH2:1]([CH2:2][CH2:3][CH3:4])[S:5](=[O:6])(=[O:7])[NH:8][CH:9]([C:10](=[O:11])[O:12][C:13]([CH3:14])([CH3:15])[CH3:16])[CH2:17][c:18]1[cH:19][cH:20][c:21]([NH2:24])[cH:22][cH:23]1. The product is CCCCS(=O)(=O)NC(Cc1ccc(N)cc1)C(=O)OC(C)(C)C. Starting materials: CCCCS(=O)(=O)NC(Cc1ccc([N+](=O)[O-])cc1)C(=O)OC(C)(C)C, CO, O=C[O-], [NH4+]. Reactants: C1CC2=CC=CC=3C(NC4=C(N1C32)C=CC=C4)=S (1,2-Dihydrobenzo[b]pyrrolo[3,2,1-jk][1,4]benzodiazepin-6-thione), C(C)(=O)NN (acetic hydrazide), C(CCC)O (n-butanol). The product is CC=1C=CC2=C(N3C4=C(C=5N2C=NN5)CCC=C4C=C3)C1 (1,2-Dihydro-8-methylbenzo[b]pyrrolo[3,2,1-jk][1,2,4]triazolo[4,3-d][1,4]benzodiazepine). Yield: 65.0%. As a reaction SMILES: [CH2:1]1[N:12]2[C:13]3[C:3](=[CH:4][CH:5]=[CH:6][C:7]=3[C:8](=S)[NH:9][C:10]3[CH:17]=[CH:16][CH:15]=[CH:14][C:11]=32)[CH2:2]1.[C:19]([NH:22][NH2:23])(=O)C.[CH2:24](O)CCC>>[CH3:24][C:15]1[CH:16]=[CH:17][C:10]2[N:9]3[CH:19]=[N:22][N:23]=[C:8]3[C:7]3[CH2:6][CH2:5][CH:4]=[C:3]4[CH:2]=[CH:1][N:12]([C:13]=34)[C:11]=2[CH:14]=1. Reported procedure: 1,2-Dihydrobenzo[b]pyrrolo[3,2,1-jk][1,4]benzodiazepin-6-thione (4.5 g), acetic hydrazide (4 g) and n-butanol (200 ml) were combined and refluxed overnight. The reaction mixture was concentrated under reduced pressure and the residue was purified by high performance liquid chromatography (2% methanol/dichloromethane) to yield 3.2 g (65%) of product. Recrystallization from ethanol gave the analytical sample, mp 237°-238° C. Starting materials: COC=1C=C2CCCC(C2=CC1)=O (6-methoxy-1-tetralone), BrC=1CCC2=CC(=CC=C2C1)OC (3-bromo-7-methoxy-1,2-dihydronaphthalene), BrC1=C(C=CC=C1[N+](=O)[O-])C (2-bromo-3-nitrotoluene). The product is COC1=CC=C2C=C(CCC2=C1)C1=C(C=CC=C1[N+](=O)[O-])C (7-methoxy-3-(2-methyl-6-nitrophenyl)-1,2-dihydronaphthalene). As a reaction SMILES: [CH3:1][O:2][C:3]1[CH:4]=[C:5]2[C:10](=[CH:11][CH:12]=1)[C:9](=O)[CH2:8][CH2:7][CH2:6]2.BrC1CCC2C(C=1)=CC=C(OC)C=2.Br[C:28]1[C:33]([N+:34]([O-:36])=[O:35])=[CH:32][CH:31]=[CH:30][C:29]=1[CH3:37]>>[CH3:1][O:2][C:3]1[CH:4]=[C:5]2[C:10]([CH:9]=[C:8]([C:28]3[C:33]([N+:34]([O-:36])=[O:35])=[CH:32][CH:31]=[CH:30][C:29]=3[CH3:37])[CH2:7][CH2:6]2)=[CH:11][CH:12]=1. Procedure: Synthesized from 6-methoxy-1-tetralone according to an analogous synthetic method to Preparation Example 106, 3-bromo-7-methoxy-1,2-dihydronaphthalene (2.7 g) and 2-bromo-3-nitrotoluene (4.8 g) were used according to an analogous synthetic method to Preparation Example 107 to provide 7-methoxy-3-(2-methyl-6-nitrophenyl)-1,2-dihydronaphthalene (925 mg). This compound (920 mg) was used according to an analogous synthetic method to Example 30 to provide the title compound (740 mg). Starting materials: compound ( II ), CNC (dimethylamine), ester, ClC1=C(C(=O)C2=C(C=CC(=C2)Cl)NN=C(C(=O)OCC)N)C=CC=C1 (1-[2-(2-chlorobenzoyl)-4-chlorophenyl]-2-(1-amino-1-ethoxycarbonylmethylene)hydrazine). Product: ClC1=C(C(=O)C2=C(C=CC(=C2)Cl)NN=C(C(N(C)C)=O)N)C=CC=C1 (1-[2-(2-chlorobenzoyl)-4-chlorophenyl]-2-(1-amino-1-dimethylcarbamoylmethylene)hydrazine). Reaction SMILES: [Cl:1][C:2]1[CH:25]=[CH:24][CH:23]=[CH:22][C:3]=1[C:4]([C:6]1[CH:11]=[C:10]([Cl:12])[CH:9]=[CH:8][C:7]=1[NH:13][N:14]=[C:15]([NH2:21])[C:16]([O:18]CC)=O)=[O:5].[CH3:26][NH:27][CH3:28]>>[Cl:1][C:2]1[CH:25]=[CH:24][CH:23]=[CH:22][C:3]=1[C:4]([C:6]1[CH:11]=[C:10]([Cl:12])[CH:9]=[CH:8][C:7]=1[NH:13][N:14]=[C:15]([NH2:21])[C:16](=[O:18])[N:27]([CH3:28])[CH3:26])=[O:5]. Procedure: The original compound (II) can be prepared by ammonolysis, aminolysis, or by ester exchange from, for example, 1-[2-(2-chlorobenzoyl)-4-chlorophenyl]-2-(1-amino-1-ethoxycarbonylmethylene)hydrazine (IIa) [Japanese Patent Kokai 101396/1974]. For example, IIa is reacted with dimethylamine to give 1-[2-(2-chlorobenzoyl)-4-chlorophenyl]-2-(1-amino-1-dimethylcarbamoylmethylene)hydrazine (IIb): ##STR20## Still, another original compound (II), in particular 1-(2-benzoyl-4-chlorophenyl)-2-(1-amino-1-dime... Reactants: C([O-])(O)=O.[Na+] (sodium bicarbonate), COC=1C=2C=3C(=CN(C2C=CC1)CC1=CC=C(C=C1)N1N=CC=C1)C(N(N3)C3=C(C=CC=C3)C)=O (9-(Methyloxy)-2-(2-methylphenyl)-5-{[4-(1H-pyrazol-1-yl)phenyl]methyl}-2,5-dihydro-3H-pyrazolo[4,3-c]quinolin-3-one), B(Br)(Br)Br (Boron tribromide), B(Br)(Br)Br (boron tribromide), C([O-])(O)=O.[Na+] (sodium bicarbonate). Run in ClCCl (dichloromethane). Reaction conditions: temperature -78 celsius, time 3 hour. The product is OC=1C=2C=3C(=CN(C2C=CC1)CC1=CC=C(C=C1)N1N=CC=C1)C(N(N3)C3=C(C=CC=C3)C)=O (9-Hydroxy-2-(2-methylphenyl)-5-{[4-(1H-pyrazol-1-yl)phenyl]methyl}-2,5-dihydro-3H-pyrazolo[4,3-c]quinolin-3-one). Reaction SMILES: C[O:2][C:3]1[C:4]2[C:5]3[C:6]([C:25](=[O:35])[N:26]([C:28]4[CH:33]=[CH:32][CH:31]=[CH:30][C:29]=4[CH3:34])[N:27]=3)=[CH:7][N:8]([CH2:13][C:14]3[CH:19]=[CH:18][C:17]([N:20]4[CH:24]=[CH:23][CH:22]=[N:21]4)=[CH:16][CH:15]=3)[C:9]=2[CH:10]=[CH:11][CH:12]=1.B(Br)(Br)Br.C(=O)(O)[O-].[Na+]>ClCCl>[OH:2][C:3]1[C:4]2[C:5]3[C:6]([C:25](=[O:35])[N:26]([C:28]4[CH:33]=[CH:32][CH:31]=[CH:30][C:29]=4[CH3:34])[N:27]=3)=[CH:7][N:8]([CH2:13][C:14]3[CH:19]=[CH:18][C:17]([N:20]4[CH:24]=[CH:23][CH:22]=[N:21]4)=[CH:16][CH:15]=3)[C:9]=2[CH:10]=[CH:11][CH:12]=1 |f:2.3|. Reported procedure: 9-(Methyloxy)-2-(2-methylphenyl)-5-{[4-(1H-pyrazol-1-yl)phenyl]methyl}-2,5-dihydro-3H-pyrazolo[4,3-c]quinolin-3-one (Example 723, 37 mg, 0.80 mmol) was dissolved in dichloromethane (5 mL) and cooled to −78° C. Boron tribromide (0.24 mL, 1 M dichloromethane solution, 0.24 mmol, 3 equiv) was added and the mixture was stirred for 3 hours at −78° C. The mixture was then warmed to −40° C. and stirred for an additional 30 minutes. The acetonitrile/dry ice bath was removed, the mixture was warmed to am... Reactants: C(CCC)C=1N=NC(=CC1C1=CC(=C(C=C1)OC1CCCCC1)[N+](=O)[O-])OC1CCN(CC1)C (3-butyl-4-(4-cyclohexyloxy-3-nitro-phenyl)-6-(1-methyl-piperidin-4-yloxy)-pyridazine), Cl (HCl). Reagents/catalysts: [Fe] (iron). Solvent: C(C)(=O)O (acetic acid), CCOCC (ether), O.CCOC(=O)C (water EtOAc), C(=O)(O)[O-].[Na+] (NaHCO3), C(Cl)Cl (DCM). Reaction conditions: temperature 100 celsius, time 0.5 hour. Product: Cl.Cl.Cl.C(CCC)C=1N=NC(=CC1C=1C=CC(=C(C1)N)OC1CCCCC1)OC1CCN(CC1)C (5-[3-butyl-6-(1-methyl-piperidin-4-yloxy)-pyridazin-4-yl]-2-cyclohexyloxy-phenylamine trihydrochloride). Reaction SMILES: [CH2:1]([C:5]1[N:6]=[N:7][C:8]([O:27][CH:28]2[CH2:33][CH2:32][N:31]([CH3:34])[CH2:30][CH2:29]2)=[CH:9][C:10]=1[C:11]1[CH:16]=[CH:15][C:14]([O:17][CH:18]2[CH2:23][CH2:22][CH2:21][CH2:20][CH2:19]2)=[C:13]([N+:24]([O-])=O)[CH:12]=1)[CH2:2][CH2:3][CH3:4].[ClH:35]>C(O)(=O)C.O.CCOC(C)=O.C([O-])(O)=O.[Na+].C(Cl)Cl.CCOCC.[Fe]>[ClH:35].[ClH:35].[ClH:35].[CH2:1]([C:5]1[N:6]=[N:7][C:8]([O:27][CH:28]2[CH2:33][CH2:32][N:31]([CH3:34])[CH2:30][CH2:29]2)=[CH:9][C:10]=1[C:11]1[CH:16]=[CH:15][C:14]([O:17][CH:18]2[CH2:23][CH2:22][CH2:21][CH2:20][CH2:19]2)=[C:13]([NH2:24])[CH:12]=1)[CH2:2][CH2:3][CH3:4] |f:3.4,5.6,10.11.12.13|. Reported procedure: To a solution of 3-butyl-4-(4-cyclohexyloxy-3-nitro-phenyl)-6-(1-methyl-piperidin-4-yloxy)-pyridazine (5 mmol, 2.34 g) in acetic acid (10 mL) was added iron powder (−325 mesh, 50 mmol, 2.80 g). And the mixture was stirred at 100° C. for 0.5 hour. It was then diluted with water/EtOAc and neutralized slowly with NaHCO3 powder. The solvent was removed in vacuo and the residue was purified by silica gel chromatography (DCM to DCM+10% 2N NH3 in MeOH) to give a colorless sticky solid, which was dissol... The reactants are CS(=O)(=O)OCCOCCNC(=O)OC(C)(C)C (2-{2-[(tert-butoxycarbonyl)amino]ethoxy}ethyl methanesulfonate), C[S-].[Na+] (sodium thiomethoxide). Run in CN(C=O)C (N,N-dimethylformamide). Conditions: temperature 80 celsius. Product: CSCCOCCNC(OC(C)(C)C)=O (tert-butyl 2-[2-(methylthio)ethoxy]ethylcarbamate). The yield is 96.6%. Reaction SMILES: CS(O[CH2:6][CH2:7][O:8][CH2:9][CH2:10][NH:11][C:12]([O:14][C:15]([CH3:18])([CH3:17])[CH3:16])=[O:13])(=O)=O.[CH3:19][S-:20].[Na+]>CN(C)C=O>[CH3:19][S:20][CH2:6][CH2:7][O:8][CH2:9][CH2:10][NH:11][C:12](=[O:13])[O:14][C:15]([CH3:16])([CH3:17])[CH3:18] |f:1.2|. Procedure: A suspension of 2-{2-[(tert-butoxycarbonyl)amino]ethoxy}ethyl methanesulfonate (28 g, 99 mmol) and sodium thiomethoxide (8.3 g, 119 mmol) in N,N-dimethylformamide (DMF, 200 mL) was heated to 80° C. and maintained at that temperature until analysis by thin layer chromatography (TLC) indicated that the starting material had been consumed. The reaction mixture was allowed to cool to ambient temperature and was then quenched with water (200 mL). The reaction mixture was extracted with diethyl ether ...